This data is from the Open Reaction Database (ORD), a public repository of structured organic reaction records. The task is: describe an organic reaction: reactants, conditions, products, and yield Reactants: C(C)(=O)C1=C(C(=C(C#N)C(=C1)Cl)I)OCC (4-acetyl-6-chloro-3-ethoxy-2-iodobenzonitrile), N1CCCC1 (pyrrolidine), C([O-])([O-])=O.[Cs+].[Cs+] (cesium carbonate). Solvent: CN(C=O)C (N,N-dimethylformamide), C(C)(=O)OCC (ethyl acetate). Conditions: temperature 120 celsius. Yields the product C(C)(=O)C1=C(C(=C(C#N)C(=C1)Cl)N1CCCC1)OCC (4-acetyl-6-chloro-3-ethoxy-2-pyrrolidin-1-ylbenzonitrile). Isolated yield 27.0%. As a reaction SMILES: [C:1]([C:4]1[CH:11]=[C:10]([Cl:12])[C:7]([C:8]#[N:9])=[C:6](I)[C:5]=1[O:14][CH2:15][CH3:16])(=[O:3])[CH3:2].[NH:17]1[CH2:21][CH2:20][CH2:19][CH2:18]1.C(=O)([O-])[O-].[Cs+].[Cs+]>CN(C)C=O.C(OCC)(=O)C>[C:1]([C:4]1[CH:11]=[C:10]([Cl:12])[C:7]([C:8]#[N:9])=[C:6]([N:17]2[CH2:21][CH2:20][CH2:19][CH2:18]2)[C:5]=1[O:14][CH2:15][CH3:16])(=[O:3])[CH3:2] |f:2.3.4|. Procedure: The 4-acetyl-6-chloro-3-ethoxy-2-iodobenzonitrile (0.20 g, 0.57 mmol) was combined with pyrrolidine (0.052 mL, 0.63 mmol) in N,N-dimethylformamide (2.0 mL) with cesium carbonate (0.19 g, 0.57 mmol) and heated to 120° C. in a sealed tube. After heating for 18 hrs the reaction was allowed to cool, taken up in ethyl acetate, washed with water, brine, dried over magnesium sulfate and concentrated to give the crude product as a dark oil. The product was purified by FCC on silica gel eluting with hexa...